This data is from the Open Reaction Database (ORD), a public repository of structured organic reaction records. The task is: describe an organic reaction: reactants, conditions, products, and yield Reactants: ClC=1SC(=CC1)SCCCl (2-chloro-5-(2-chloroethylthio)thiophene), C(C)#N (acetonitrile), OC(CC[C@H]1[C@H](CNCC1)C(=O)OC)C1=CC=NC2=CC=C(C=C12)OC (methyl (3R,4R)-4-[3-(R,S)-hydroxy-3-(6-methoxyquinolin-4-yl)propyl]piperidine-3-carboxylate), C(C)#N (acetonitrile), C([O-])([O-])=O.[K+].[K+] (potassium carbonate), [I-].[K+] (potassium iodide). The solvent is C(C)(=O)OCC (ethyl acetate), CO (methanol). Reaction conditions: temperature 80 celsius, time 72 hour. Product: OC(CC[C@H]1[C@H](CN(CC1)CCC=1SC(=CC1)Cl)C(=O)OC)C1=CC=NC2=CC=C(C=C12)OC (methyl (3R,4R)-4-[3-(R,S)-hydroxy-3-(6-methoxyquinolin-4-yl)propyl]-1-[2-(5-chlorothien-2-yl)ethyl]piperidine-3-carboxylate). Reaction SMILES: [OH:1][CH:2]([C:15]1[C:24]2[C:19](=[CH:20][CH:21]=[C:22]([O:25][CH3:26])[CH:23]=2)[N:18]=[CH:17][CH:16]=1)[CH2:3][CH2:4][C@@H:5]1[CH2:10][CH2:9][NH:8][CH2:7][C@@H:6]1[C:11]([O:13][CH3:14])=[O:12].C(=O)([O-])[O-].[K+].[K+].[I-].[K+].[Cl:35][C:36]1[S:37][C:38](SCCCl)=[CH:39][CH:40]=1.[C:45](#N)[CH3:46]>CO.C(OCC)(=O)C>[OH:1][CH:2]([C:15]1[C:24]2[C:19](=[CH:20][CH:21]=[C:22]([O:25][CH3:26])[CH:23]=2)[N:18]=[CH:17][CH:16]=1)[CH2:3][CH2:4][C@@H:5]1[CH2:10][CH2:9][N:8]([CH2:45][CH2:46][C:38]2[S:37][C:36]([Cl:35])=[CH:40][CH:39]=2)[CH2:7][C@@H:6]1[C:11]([O:13][CH3:14])=[O:12] |f:1.2.3,4.5|. Reported procedure: A solution of 1 g of methyl (3R,4R)-4-[3-(R,S)-hydroxy-3-(6-methoxyquinolin-4-yl)propyl]piperidine-3-carboxylate in 40 cm3 of acetonitrile and 10 cm3 of methanol was stirred at a temperature. in the region of 20° C. and then 1.16 g of potassium carbonate and 0.5 g of potassium iodide were added. 1 g of 2-chloro-5-(2-chloroethylthio)thiophene and 10 cm3 of acetonitrile were added to the suspension obtained. The mixture was stirred for 72 hours at a temperature in the region of 80° C. The reaction... Reactants: CNCc1ccccc1, O=C(Cl)C(=O)Cl, C=CCC(C(=O)O)c1ccc(Cl)c(Cl)c1, ClCCl, CN(C)C=O, c1ccncc1. Yields the product C=CCC(C(=O)N(C)Cc1ccccc1)c1ccc(Cl)c(Cl)c1. RXN SMILES: [CH2:22]([c:23]1[cH:24][cH:25][cH:26][cH:27][cH:28]1)[NH:29][CH3:30].[Cl:16][C:17]([C:18]([Cl:19])=[O:20])=[O:21].[Cl:1][c:2]1[cH:3][c:4]([CH:9]([C:10](=[O:11])[OH:12])[CH2:13][CH:14]=[CH2:15])[cH:5][cH:6][c:7]1[Cl:8].[Cl:37][CH2:38][Cl:39].[O:40]=[CH:41][N:42]([CH3:43])[CH3:44].[cH:31]1[cH:32][cH:33][n:34][cH:35][cH:36]1>>[Cl:1][c:2]1[cH:3][c:4]([CH:9]([C:10](=[O:12])[N:29]([CH2:22][c:23]2[cH:24][cH:25][cH:26][cH:27][cH:28]2)[CH3:30])[CH2:13][CH:14]=[CH2:15])[cH:5][cH:6][c:7]1[Cl:8]. Reactants: C1CCOC1, CN1C(=O)CCC2(C)c3ccc(Br)cc3CCC12, ClC(Cl)Cl, [Na+], [Na+], O=C([O-])[O-], COc1cc(B(O)O)ccc1O, [Pd], c1ccc(P(c2ccccc2)c2ccccc2)cc1, c1ccc(P(c2ccccc2)c2ccccc2)cc1, c1ccc(P(c2ccccc2)c2ccccc2)cc1, c1ccc(P(c2ccccc2)c2ccccc2)cc1. Yields the product COc1cc(-c2ccc3c(c2)CCC2N(C)C(=O)CCC32C)ccc1O. Reaction SMILES: [CH2:37]1[O:38][CH2:39][CH2:40][CH2:41]1.[CH3:1][N:2]1[C:3](=[O:18])[CH2:4][CH2:5][C:6]2([CH3:17])[c:7]3[c:8]([cH:12][c:13]([Br:16])[cH:14][cH:15]3)[CH2:9][CH2:10][CH:11]12.[CH:42]([Cl:43])([Cl:44])[Cl:45].[Na+:31].[Na+:32].[O-:33][C:34](=[O:35])[O-:36].[OH:19][c:20]1[c:21]([O:29][CH3:30])[cH:22][c:23]([B:26]([OH:27])[OH:28])[cH:24][cH:25]1.[Pd:46].[c:104]1([P:105]([c:106]2[cH:107][cH:108][cH:109][cH:110][cH:111]2)[c:112]2[cH:113][cH:114][cH:115][cH:116][cH:117]2)[cH:118][cH:119][cH:120][cH:121][cH:122]1.[c:47]1([P:48]([c:49]2[cH:50][cH:51][cH:52][cH:53][cH:54]2)[c:55]2[cH:56][cH:57][cH:58][cH:59][cH:60]2)[cH:61][cH:62][cH:63][cH:64][cH:65]1.[c:66]1([P:67]([c:68]2[cH:69][cH:70][cH:71][cH:72][cH:73]2)[c:74]2[cH:75][cH:76][cH:77][cH:78][cH:79]2)[cH:80][cH:81][cH:82][cH:83][cH:84]1.[c:85]1([P:86]([c:87]2[cH:88][cH:89][cH:90][cH:91][cH:92]2)[c:93]2[cH:94][cH:95][cH:96][cH:97][cH:98]2)[cH:99][cH:100][cH:101][cH:102][cH:103]1>>[CH3:1][N:2]1[C:3](=[O:18])[CH2:4][CH2:5][C:6]2([CH3:17])[c:7]3[c:8]([cH:12][c:13](-[c:23]4[cH:22][c:21]([O:29][CH3:30])[c:20]([OH:19])[cH:25][cH:24]4)[cH:14][cH:15]3)[CH2:9][CH2:10][CH:11]12. Reactants: NC1CN(CCC1)CC (3-Amino-1-ethylpiperidine), C(CCCCCCCCCCCCCCCCC)NC(=O)OCC(OC)COC(=O)OC1=CC=CC=C1 (1-octadecylcarbamoyl-2-methyl-3-phenoxycarbonylglycerol). Run at temperature 60 celsius. Yields the product C(CCCCCCCCCCCCCCCCC)NC(=O)OCC(OC)COC(NC1CN(CCC1)CC)=O (1-Octadecylcarbamoyl-2-methyl-3-(1-ethylpiperidin-3-yl)carbamoylglycerol). As a reaction SMILES: [NH2:1][CH:2]1[CH2:7][CH2:6][CH2:5][N:4]([CH2:8][CH3:9])[CH2:3]1.[CH2:10]([NH:28][C:29]([O:31][CH2:32][CH:33]([CH2:36][O:37][C:38](OC1C=CC=CC=1)=[O:39])[O:34][CH3:35])=[O:30])[CH2:11][CH2:12][CH2:13][CH2:14][CH2:15][CH2:16][CH2:17][CH2:18][CH2:19][CH2:20][CH2:21][CH2:22][CH2:23][CH2:24][CH2:25][CH2:26][CH3:27]>>[CH2:10]([NH:28][C:29]([O:31][CH2:32][CH:33]([CH2:36][O:37][C:38](=[O:39])[NH:1][CH:2]1[CH2:7][CH2:6][CH2:5][N:4]([CH2:8][CH3:9])[CH2:3]1)[O:34][CH3:35])=[O:30])[CH2:11][CH2:12][CH2:13][CH2:14][CH2:15][CH2:16][CH2:17][CH2:18][CH2:19][CH2:20][CH2:21][CH2:22][CH2:23][CH2:24][CH2:25][CH2:26][CH3:27]. Procedure details: 3-Amino-1-ethylpiperidine (1 ml) was added to 1.3 g of 1-octadecylcarbamoyl-2-methyl-3-phenoxycarbonylglycerol, and the reaction solution was heated at 60° C. for 1 hour and purified by silica gel chromatography [ethyl acetate-methanol (10:1)] to give 1.13 g of the objective compound as a milk-white solid.